From a dataset of the Open Reaction Database (ORD), a public repository of structured organic reaction records. describe an organic reaction: reactants, conditions, products, and yield Starting materials: O=C(n1ccnc1)n1ccnc1, Cc1nc(N)sc1-c1ccc(-n2cccn2)cc1, ClCCl. The product is Cc1nc(NC(=O)n2ccnc2)sc1-c1ccc(-n2cccn2)cc1. RXN SMILES: [C:19](=[O:20])([n:21]1[cH:22][n:23][cH:24][cH:25]1)[n:26]1[cH:27][cH:28][n:29][cH:30]1.[CH3:1][c:2]1[n:3][c:4]([NH2:18])[s:5][c:6]1-[c:7]1[cH:8][cH:9][c:10](-[n:13]2[n:14][cH:15][cH:16][cH:17]2)[cH:11][cH:12]1.[Cl:31][CH2:32][Cl:33]>>[CH3:1][c:2]1[n:3][c:4]([NH:18][C:19](=[O:20])[n:21]2[cH:22][n:23][cH:24][cH:25]2)[s:5][c:6]1-[c:7]1[cH:8][cH:9][c:10](-[n:13]2[n:14][cH:15][cH:16][cH:17]2)[cH:11][cH:12]1. Yield: 107.5%. RXN SMILES: [BH4-].[Na+].[Cl:3][C:4]1[CH:9]=[C:8]([Cl:10])[CH:7]=[C:6]([O:11][CH2:12][C:13]2[CH:18]=[CH:17][CH:16]=[CH:15][CH:14]=2)[C:5]=1/[CH:19]=[CH:20]/[CH:21](O)[CH2:22][C:23](=[O:29])[CH2:24][C:25]([O:27]C)=[O:26].Cl>C(O)C.O>[Cl:3][C:4]1[CH:9]=[C:8]([Cl:10])[CH:7]=[C:6]([O:11][CH2:12][C:13]2[CH:14]=[CH:15][CH:16]=[CH:17][CH:18]=2)[C:5]=1/[CH:19]=[CH:20]/[CH:21]1[O:27][C:25](=[O:26])[CH2:24][CH:23]([OH:29])[CH2:22]1 |f:0.1|. Product: ClC1=C(C(=CC(=C1)Cl)OCC1=CC=CC=C1)/C=C/C1CC(CC(O1)=O)O ((E)-6-[2-(2,4-Dichloro-6-(phenylmethoxy)phenyl)ethenyl]-3,4,5,6-tetrahydro-4-hydroxy-2H-pyran-2-one). Procedure details: Sodium tetrahydridoborate (1.55 g, 41.1 mmole) was added with stirring to a cooled solution (5° C.) of methyl (E)-7-(2,4-dichloro-6-phenylmethoxyphenyl)-5-hydroxy-3-oxo-6-heptenoate (34.8 g, 82.3 mmole) in ethanol (200 ml) at a rate sufficient to maintain the internal temperature at 15°-20° C. The resulting solution was stirred with ice-bath cooling for 15 min. and then acidified with 6N hydrochloric acid. The resulting mixture was diluted with water (500 ml) and extracted with ether (3×250 ml).... The solvent is O (water), C(C)O (ethanol). The reactants are [BH4-].[Na+] (Sodium tetrahydridoborate), ClC1=C(C(=CC(=C1)Cl)OCC1=CC=CC=C1)/C=C/C(CC(CC(=O)OC)=O)O (methyl (E)-7-(2,4-dichloro-6-phenylmethoxyphenyl)-5-hydroxy-3-oxo-6-heptenoate), Cl (hydrochloric acid). The reactants are NC=1SC2=C(N=C(N=C2N[C@@H](CO)C)S)N1 ((2R)-2-[(2-Amino-5-mercaptothiazolo[4,5-d]pyrimidin-7-yl)amino]-1-propanol), ClCC=1N=C(SC1)NC(C)=O (N-[4-(chloromethyl)-2-thiazolyl]-acetamide). Yields the product NC=1SC2=C(N=C(N=C2N[C@@H](CO)C)SCC=2N=C(SC2)NC(C)=O)N1 (N-[4-[[[2-Amino-7-[[(1R)-2-hydroxy-1-methylethyl]amino]thiazolo[4,5-d]pyrimidin-5-yl]thio]methyl]-2-thiazolyl]-acetamide). RXN SMILES: [NH2:1][C:2]1[S:3][C:4]2[C:9]([NH:10][C@H:11]([CH3:14])[CH2:12][OH:13])=[N:8][C:7]([SH:15])=[N:6][C:5]=2[N:16]=1.Cl[CH2:18][C:19]1[N:20]=[C:21]([NH:24][C:25](=[O:27])[CH3:26])[S:22][CH:23]=1>>[NH2:1][C:2]1[S:3][C:4]2[C:9]([NH:10][C@H:11]([CH3:14])[CH2:12][OH:13])=[N:8][C:7]([S:15][CH2:18][C:19]3[N:20]=[C:21]([NH:24][C:25](=[O:27])[CH3:26])[S:22][CH:23]=3)=[N:6][C:5]=2[N:16]=1. Procedure details: The titled compound was prepared from the product of example 4, step (b), and N-[4-(chloromethyl)-2-thiazolyl]-acetamide, using the method of example 4, step (c) Reactants: C(C)OCC (diethyl ether), CO.C(Cl)(Cl)Cl (methanol chloroform), ketone, Cl (HCl), C1CCOC1 (THF), [Na+].[Cl-] (NaCl). Run at time 3 hour. Yields the product C(C)C1C(CC(CC1)=O)=O (4-Ethyl-1,3-cyclohexanedione). RXN SMILES: Cl.[Na+].[Cl-].C([O:6][CH2:7][CH3:8])C.[CH3:9][OH:10].[CH:11](Cl)(Cl)Cl.[CH2:15]1[CH2:19]O[CH2:17][CH2:16]1>>[CH2:16]([CH:15]1[CH2:19][CH2:11][C:9](=[O:10])[CH2:8][C:7]1=[O:6])[CH3:17] |f:1.2,4.5|. Procedure: To a solution of the ketone prepared in Example 4a (1.6 g, 9.5 mM) in 10 ml of THF was added 30 ml of 10% aqueous HCl at room temperature. The mixture was stirred vigorously at room temperature for 3 hours. The aqueous phase was saturated with NaCl, diethyl ether was added and the layers separated. After a single wash with an equal volume of brine, the organic phase was dried (MgSO4) and then concentrated to leave a very viscous light yellow gum; tlc, Rf =0.06, silica gel, methanol:chloroform (1...